From a dataset of the Open Reaction Database (ORD), a public repository of structured organic reaction records. describe an organic reaction: reactants, conditions, products, and yield Reactants: [Br-], BrCc1ccc(CBr)cc1, CCCCP(CCCC)CCCC, CCCC[PH+](CCCC)CCCC, Cc1ccccc1. The product is [Br-], CCCC[P+](CCCC)(CCCC)Cc1ccc(CBr)cc1. As a reaction SMILES: [Br-:24].[Br:14][CH2:15][c:16]1[cH:17][cH:18][c:19]([CH2:22][Br:23])[cH:20][cH:21]1.[CH2:1]([CH2:2][CH2:3][CH3:4])[P:5]([CH2:6][CH2:7][CH2:8][CH3:9])[CH2:10][CH2:11][CH2:12][CH3:13].[CH2:25]([PH+:26]([CH2:27][CH2:28][CH2:29][CH3:30])[CH2:31][CH2:32][CH2:33][CH3:34])[CH2:35][CH2:36][CH3:37].[CH3:38][c:39]1[cH:40][cH:41][cH:42][cH:43][cH:44]1>>[Br-:14].[CH2:1]([CH2:2][CH2:3][CH3:4])[P+:5]([CH2:6][CH2:7][CH2:8][CH3:9])([CH2:10][CH2:11][CH2:12][CH3:13])[CH2:15][c:16]1[cH:17][cH:18][c:19]([CH2:22][Br:23])[cH:20][cH:21]1. The reactants are FC=1C=C(C=CC1CCC(C(=O)NOC1OCCCC1)(S(=O)(=O)C)C)C1=CC=CC=C1 (4-(3-Fluorobiphenyl-4-yl)-2-methyl-2-(methylsulfonyl)-N-(tetrahydro-2H-pyran-2-yloxy)butanamide), Cl (HCl). Solvent: ClCCl (dichloromethane), O1CCOCC1 (dioxane). Conditions: time 5 minute. Product: FC=1C=C(C=CC1CCC(C(=O)NO)(S(=O)(=O)C)C)C1=CC=CC=C1 (4-(3-Fluorobiphenyl-4-yl)-N-hydroxy-2-methyl-2-(methylsulfonyl)butanamide). The yield is 17.5%. Reaction SMILES: [F:1][C:2]1[CH:3]=[C:4]([C:26]2[CH:31]=[CH:30][CH:29]=[CH:28][CH:27]=2)[CH:5]=[CH:6][C:7]=1[CH2:8][CH2:9][C:10]([CH3:25])([S:21]([CH3:24])(=[O:23])=[O:22])[C:11]([NH:13][O:14]C1CCCCO1)=[O:12].Cl>ClCCl.O1CCOCC1>[F:1][C:2]1[CH:3]=[C:4]([C:26]2[CH:27]=[CH:28][CH:29]=[CH:30][CH:31]=2)[CH:5]=[CH:6][C:7]=1[CH2:8][CH2:9][C:10]([CH3:25])([S:21]([CH3:24])(=[O:23])=[O:22])[C:11]([NH:13][OH:14])=[O:12]. Reported procedure: 4-(3-Fluorobiphenyl-4-yl)-2-methyl-2-(methylsulfonyl)-N-(tetrahydro-2H-pyran-2-yloxy)butanamide (170 mg, 0.382 mmol) was dissolved in 5 mL of dichloromethane at ambient temperature. To this solution was added 4M HCl (2.86 mL, 11.5 mmol) in dioxane and the solution was stirred at ambient temperature for 5 minutes. The reaction was quenched by the addition of 0.5 mL of methanol. After stirring for an additional 5 minutes, the reaction was concentrated in vacuo. Purification was performed using Shi... Starting materials: ClC=1C(=CC(=C(C1)S(=O)(=O)N(C=1SC=NN1)CC1=C(C=C(C=C1)OC)OC)F)OC1=C(C=C(C=C1)C1=CC(=CC=C1)C#N)C=1C(=NN(C1)C1OCCCC1)[N+](=O)[O-] (5-Chloro-4-(3′-cyano-3-(3-nitro-1-(tetrahydro-2H-pyran-2-yl)-1H-pyrazol-4-yl)biphenyl-4-yloxy)-N-(2,4-dimethoxybenzyl)-2-fluoro-N-(1,3,4-thiadiazol-2-yl)benzenesulfonamide), O1CCOCC1 (1,4-dioxane). The solvent is solution, Cl (HCl). Run at time 18 hour. The product is ClC=1C(=CC(=C(C1)S(=O)(=O)NC=1SC=NN1)F)OC1=C(C=C(C=C1)C1=CC(=CC=C1)C#N)C=1C(=NNC1)[N+](=O)[O-] (5-Chloro-4-{[3′-cyano-3-(3-nitro-1H-pyrazol-4-yl)biphenyl-4-yl]oxy}-2-fluoro-N-1,3,4-thiadiazol-2-ylbenzenesulfonamide). Isolated yield 63.5%. As a reaction SMILES: [Cl:1][C:2]1[C:3]([O:29][C:30]2[CH:35]=[CH:34][C:33]([C:36]3[CH:41]=[CH:40][CH:39]=[C:38]([C:42]#[N:43])[CH:37]=3)=[CH:32][C:31]=2[C:44]2[C:45]([N+:55]([O-:57])=[O:56])=[N:46][N:47](C3CCCCO3)[CH:48]=2)=[CH:4][C:5]([F:28])=[C:6]([S:8]([N:11](CC2C=CC(OC)=CC=2OC)[C:12]2[S:13][CH:14]=[N:15][N:16]=2)(=[O:10])=[O:9])[CH:7]=1.O1CCOCC1>Cl>[Cl:1][C:2]1[C:3]([O:29][C:30]2[CH:35]=[CH:34][C:33]([C:36]3[CH:41]=[CH:40][CH:39]=[C:38]([C:42]#[N:43])[CH:37]=3)=[CH:32][C:31]=2[C:44]2[C:45]([N+:55]([O-:57])=[O:56])=[N:46][NH:47][CH:48]=2)=[CH:4][C:5]([F:28])=[C:6]([S:8]([NH:11][C:12]2[S:13][CH:14]=[N:15][N:16]=2)(=[O:9])=[O:10])[CH:7]=1. Reported procedure: 5-Chloro-4-(3′-cyano-3-(3-nitro-1-(tetrahydro-2H-pyran-2-yl)-1H-pyrazol-4-yl)biphenyl-4-yloxy)-N-(2,4-dimethoxybenzyl)-2-fluoro-N-(1,3,4-thiadiazol-2-yl)benzenesulfonamide (Preparation 63, 447 mg, 0.537 mmol) was dissolved in a 4M solution of HCl in 1,4-dioxane (2.7 mL, 10.74 mmol). The reaction mixture was stirred at room temperature for 18 hours and then concentrated in vacuo. The residue was purified by reverse phase chromatography on the ISCO™ system to afford the title compound (204 mg, 64%... The reactants are Cl (hydrochloric acid), resultant mixture, C(C)OC1OCCS1 (2-ethoxy-1,3-oxathiolane), C(C)(C)NC(C)C (N,N-diisopropylamine), C(CCC)[Li] (n-butyllithium), NC1=NC(=NS1)C(C(=O)NC1[C@@H]2N(C(=C(CS2)OS(=O)(=O)C)C(=O)OCC2=CC=C(C=C2)[N+](=O)[O-])C1=O)=NOCC (p-nitrobenzyl 7-[2-(5-amino-1,2,4-thiadiazol-3-yl)-2-ethoxyiminoacetamido]-3-mesyloxy-3-cephem-4-carboxylate). The solvent is O1CCCC1 (tetrahydrofuran), O1CCCC1 (tetrahydrofuran), CCCCCC (n-hexane), O1CCCC1 (tetrahydrofuran). Conditions: temperature 0 celsius, time 30 minute. Yields the product NC1=NC(=NS1)C(C(=O)NC1[C@@H]2N(C(=C(CS2)C=C)C(=S)OCC2=CC=C(C=C2)[N+](=O)[O-])C1=O)=NOCC (p-nitrobenzyl 7-[2-(5-amino-1,2,4-thiadiazol-3-yl)-2-ethoxyiminoacetamido]-3-vinylthio-3-cephem-4-carboxylate). RXN SMILES: C(N[CH:5]([CH3:7])C)(C)C.C([Li])CCC.C(OC1[S:20]CCO1)C.[NH2:21][C:22]1[S:26][N:25]=[C:24]([C:27](=[N:58][O:59][CH2:60][CH3:61])[C:28]([NH:30][CH:31]2[C:56](=[O:57])[N:33]3[C:34]([C:43]([O:45][CH2:46][C:47]4[CH:52]=[CH:51][C:50]([N+:53]([O-:55])=[O:54])=[CH:49][CH:48]=4)=O)=[C:35](OS(C)(=O)=O)[CH2:36][S:37][C@H:32]23)=[O:29])[N:23]=1.Cl>O1CCCC1.CCCCCC>[NH2:21][C:22]1[S:26][N:25]=[C:24]([C:27](=[N:58][O:59][CH2:60][CH3:61])[C:28]([NH:30][CH:31]2[C:56](=[O:57])[N:33]3[C:34]([C:43]([O:45][CH2:46][C:47]4[CH:48]=[CH:49][C:50]([N+:53]([O-:55])=[O:54])=[CH:51][CH:52]=4)=[S:20])=[C:35]([CH:5]=[CH2:7])[CH2:36][S:37][C@H:32]23)=[O:29])[N:23]=1. Reported procedure: To a solution of N,N-diisopropylamine (0.65 ml) in tetrahydrofuran (7 ml) was added 1.55M n-butyllithium in n-hexane (2.88 ml) at -20°~-15° C. The mixture was stirred for 30 minutes at 0° C. To the solution was added a solution of 2-ethoxy-1,3-oxathiolane (642 mg) in tetrahydrofuran (2 ml) at -60° C., and the resultant mixture was stirred for 30 minutes at the same temperature. The solution was added to a solution of p-nitrobenzyl 7-[2-(5-amino-1,2,4-thiadiazol-3-yl)-2-ethoxyiminoacetamido]-3-me... The reactants are CC#N, O=c1c(Cl)c(Cl)cnn1-c1cc(-c2ccnc(Nc3cccc(Cl)c3)n2)ccn1, [N-]=[N+]=[N-], [Na+]. The product is [N-]=[N+]=Nc1cnn(-c2cc(-c3ccnc(Nc4cccc(Cl)c4)n3)ccn2)c(=O)c1Cl. Reaction SMILES: [CH3:34][C:35]#[N:36].[Cl:1][c:2]1[c:3](=[O:29])[n:4](-[c:9]2[n:10][cH:11][cH:12][c:13](-[c:15]3[n:16][c:17]([NH:21][c:22]4[cH:23][c:24]([Cl:28])[cH:25][cH:26][cH:27]4)[n:18][cH:19][cH:20]3)[cH:14]2)[n:5][cH:6][c:7]1[Cl:8].[N-:31]=[N+:32]=[N-:33].[Na+:30]>>[Cl:1][c:2]1[c:3](=[O:29])[n:4](-[c:9]2[n:10][cH:11][cH:12][c:13](-[c:15]3[n:16][c:17]([NH:21][c:22]4[cH:23][c:24]([Cl:28])[cH:25][cH:26][cH:27]4)[n:18][cH:19][cH:20]3)[cH:14]2)[n:5][cH:6][c:7]1[N:31]=[N+:32]=[N-:33].